describe an organic reaction: reactants, conditions, products, and yield From a dataset of the Open Reaction Database (ORD), a public repository of structured organic reaction records. The reactants are ClCCCC(=O)N1CCN(CC1)C(C1=CC=CC=C1)C1=CC=CC=C1 (1-(4-chlorobutyryl)-4-diphenylmethylpiperazine), [N-]=[N+]=[N-].[Na+] (sodium azide), [I-].[K+] (potassium iodide), 4A. The solvent is CN(C)C=O (DMF). Run at time 2 day. Product: NCCCC(=O)N1CCN(CC1)C(C1=CC=CC=C1)C1=CC=CC=C1 (1-(4-aminobutyryl)-4-diphenylmethyl-piperazine). RXN SMILES: Cl[CH2:2][CH2:3][CH2:4][C:5]([N:7]1[CH2:12][CH2:11][N:10]([CH:13]([C:20]2[CH:25]=[CH:24][CH:23]=[CH:22][CH:21]=2)[C:14]2[CH:19]=[CH:18][CH:17]=[CH:16][CH:15]=2)[CH2:9][CH2:8]1)=[O:6].[N-:26]=[N+]=[N-].[Na+].[I-].[K+]>CN(C=O)C>[NH2:26][CH2:2][CH2:3][CH2:4][C:5]([N:7]1[CH2:12][CH2:11][N:10]([CH:13]([C:20]2[CH:25]=[CH:24][CH:23]=[CH:22][CH:21]=2)[C:14]2[CH:19]=[CH:18][CH:17]=[CH:16][CH:15]=2)[CH2:9][CH2:8]1)=[O:6] |f:1.2,3.4|. Reported procedure: 8.9 g (24.9 mmol) 1-(4-chlorobutyryl)-4-diphenylmethylpiperazine, 4.8 g (73.8 mmol) sodium azide, 1 g potassium iodide and 1 g molecular sieve 4A are stirred in 70 ml DMF for five hours at 70° C. After cooling, the reaction mixture is filtered and the filtrate is concentrated under vacuum. The accumulated crude product is dissolved in methanol and mixed with a spatula tip of palladium-carbon (10%). The mixture is stirred for two days at RT under hydrogen atmosphere. The mixture is filtered from ...